Dataset: the Open Reaction Database (ORD), a public repository of structured organic reaction records. Task: describe an organic reaction: reactants, conditions, products, and yield Starting materials: CCCN(CCC=O)C(=O)Nc1nnc(SC)s1, Cl, O. Product: CCCN1CCC(O)N(c2nnc(SC)s2)C1=O. RXN SMILES: [CH2:1]([CH2:2][CH3:3])[N:4]([C:5](=[O:6])[NH:7][c:8]1[s:9][c:10]([S:13][CH3:14])[n:11][n:12]1)[CH2:15][CH2:16][CH:17]=[O:18].[ClH:19].[OH2:20]>>[CH2:1]([CH2:2][CH3:3])[N:4]1[C:5](=[O:6])[N:7]([c:8]2[s:9][c:10]([S:13][CH3:14])[n:11][n:12]2)[CH:17]([OH:18])[CH2:16][CH2:15]1. Starting materials: N(=O)[O-].[Na+] (sodium nitrite), CC(=O)C=1C=C2C(CC(C2=CC1N)(C)C)(C)C ((6-amino-1,1,3,3-tetramethyl-5-indanyl) methyl ketone), Cl (hydrochloric acid), Cl (hydrochloric acid), ice water. Reagents/catalysts: [Cu]Cl (copper (I) chloride). Run in O (water), O (water). Run at time 30 minute. The product is CC(=O)C=1C=C2C(CC(C2=CC1Cl)(C)C)(C)C ((6-chloro-1,1,3,3-tetramethyl-5-indanyl) methyl ketone). Reaction SMILES: [CH3:1][C:2]([C:4]1[CH:5]=[C:6]2[C:10](=[CH:11][C:12]=1N)[C:9]([CH3:15])([CH3:14])[CH2:8][C:7]2([CH3:17])[CH3:16])=[O:3].N([O-])=O.[Na+].[ClH:22]>O.[Cu]Cl>[CH3:1][C:2]([C:4]1[CH:5]=[C:6]2[C:10](=[CH:11][C:12]=1[Cl:22])[C:9]([CH3:15])([CH3:14])[CH2:8][C:7]2([CH3:17])[CH3:16])=[O:3] |f:1.2|. Procedure details: 113.1 g of (6-amino-1,1,3,3-tetramethyl-5-indanyl) methyl ketone are suspended in 2260 ml of 20% hydrochloric acid and the suspension is cooled down to 0°-5° C. The cold mixture is treated dropwise within 10 minutes with a solution of 33.9 g of sodium nitrite in 115 ml of water and the resulting solution is stirred for 30 minutes. The cold solution is subsequently introduced dropwise over a period of 2 hours while stirring into a solution of 243.2 g of copper (I) chloride in 250 ml of water and ... Reactants: 1c, COC(COC1=CC(=C(C=C1)Cl)N)=O ((3-amino-4-chlorophenoxy)acetic acid methyl ester), C(C)OC(C(C(CC)=O)CC1=CC=C(C=C1)C(C(C)(C)C)=O)=O (2-[4-(2,2-dimethylpropionyl)benzyl]-3-oxopentanoic acid ethyl ester). The product is COC(COC1=C2C(C(=C(NC2=C(C=C1)Cl)CC)CC1=CC=C(C=C1)C(C(C)(C)C)=O)=O)=O ({8-chloro-3-[4-(2,2-dimethylpropionyl)benzyl]-2-ethyl-4-oxo-1,4-dihydroquinolin-5-yloxy}acetic acid methyl ester). Reaction SMILES: [CH3:1][O:2][C:3](=[O:14])[CH2:4][O:5][C:6]1[CH:11]=[CH:10][C:9]([Cl:12])=[C:8]([NH2:13])[CH:7]=1.C([O:17][C:18](=O)[CH:19]([CH2:24][C:25]1[CH:30]=[CH:29][C:28]([C:31](=[O:36])[C:32]([CH3:35])([CH3:34])[CH3:33])=[CH:27][CH:26]=1)[C:20](=O)[CH2:21][CH3:22])C>>[CH3:1][O:2][C:3](=[O:14])[CH2:4][O:5][C:6]1[CH:11]=[CH:10][C:9]([Cl:12])=[C:8]2[C:7]=1[C:18](=[O:17])[C:19]([CH2:24][C:25]1[CH:26]=[CH:27][C:28]([C:31](=[O:36])[C:32]([CH3:34])([CH3:33])[CH3:35])=[CH:29][CH:30]=1)=[C:20]([CH2:21][CH3:22])[NH:13]2. Reported procedure: The title compound was prepared by the method of Preparation 1c using (3-amino-4-chlorophenoxy)acetic acid methyl ester and 2-[4-(2,2-dimethylpropionyl)benzyl]-3-oxopentanoic acid ethyl ester. The reactants are [Mg] (magnesium), C(CCCCCCCCCCC)Cl (n-dodecyl chloride), C(CCCCCCCCCCC)[Mg]Cl (n-dodecyl magnesium chloride), C(CCC)[Sn](Cl)(Cl)Cl (mono-n-butyltin trichloride). The solvent is O1CCCC1 (tetrahydrofuran), C=1(C(=CC=CC1)C)C (xylene). Conditions: time 30 minute. Yields the product C(CCC)[Sn](CCCCCCCCCCCC)(CCCCCCCCCCCC)CCCCCCCCCCCC (n-butyl tri-n-dodecyltin). RXN SMILES: [Mg].[CH2:2](Cl)[CH2:3][CH2:4][CH2:5][CH2:6][CH2:7][CH2:8][CH2:9][CH2:10][CH2:11][CH2:12][CH3:13].[CH2:15]([Mg]Cl)[CH2:16][CH2:17][CH2:18][CH2:19][CH2:20][CH2:21][CH2:22][CH2:23][CH2:24][CH2:25][CH3:26].[CH2:29]([Sn:33](Cl)(Cl)Cl)[CH2:30][CH2:31][CH3:32]>C1(C)C(C)=CC=CC=1.O1CCCC1>[CH2:29]([Sn:33]([CH2:13][CH2:12][CH2:11][CH2:10][CH2:9][CH2:8][CH2:7][CH2:6][CH2:5][CH2:4][CH2:3][CH3:2])([CH2:15][CH2:16][CH2:17][CH2:18][CH2:19][CH2:20][CH2:21][CH2:22][CH2:23][CH2:24][CH2:25][CH3:26])[CH2:2][CH2:3][CH2:4][CH2:5][CH2:6][CH2:7][CH2:8][CH2:9][CH2:10][CH2:11][CH2:12][CH3:13])[CH2:30][CH2:31][CH3:32]. Procedure details: The same reactor as used in Preparation Example 1 was charged with 12.1 g (0.5 mole) of magnesium, 102.4 g (0.5 mole) of n-dodecyl chloride and 200 g of tetrahydrofuran, and they were reacted in a stream of nitrogen. To the resulting n-dodecyl magnesium chloride solution was added dropwise a solution of 42.3 g (0.15 mole) of mono-n-butyltin trichloride in 200 ml of xylene with stirring at room temperature over the course of 30 minutes. Then, the reaction mixture was reacted for 3 hours at the re... Conditions: temperature 20 celsius, time 1 hour. RXN SMILES: [OH:1][CH2:2][C@H:3]1[CH2:8][C:7](=[O:9])[CH:6]=[CH:5][CH2:4]1.[C:10](Cl)(=[O:12])[CH3:11].O>ClCCl>[C:10]([O:1][CH2:2][C@H:3]1[CH2:8][C:7](=[O:9])[CH:6]=[CH:5][CH2:4]1)(=[O:12])[CH3:11]. Reactants: OC[C@@H]1CC=CC(C1)=O ((R)-5-hydroxymethylcyclohex-2-en-1-one), C(C)(=O)Cl (acetyl chloride), O (water). The solvent is ClCCl (dichloromethane). Procedure details: 76 cm3 of triethylmmine are added to a solution, cooled to +5° C., of 62 g of (R)-5-hydroxymethylcyclohex-2-en-1-one [prepared according to the method described by Kenji Mori et al., Tetrahedron, Vol. 48, No. 24, 8075-8082 (1990) incorporated herein by reference] in 600 cm3 of dry dichloromethane, and then 38.4 cm3 of acetyl chloride are run in over the course of 30 minutes. After stirring at +5° C. for one hour and at 20° C. for one hour, 1 liter of water is added slowly to the mixture. The sep... The product is C(C)(=O)OC[C@@H]1CC=CC(C1)=O ((R)-5-acetoxymetylcyclohex-2-en-1-one).